From a dataset of the Open Reaction Database (ORD), a public repository of structured organic reaction records. describe an organic reaction: reactants, conditions, products, and yield Reactants: four, CN1CCCCC1 (1-methyl piperidine), C(CC)OS(OCCC)(=O)=O (dipropyl sulfuric acid). Solvent: C1(=CC=CC=C1)C (toluene). Run at temperature 50 celsius, time 10 hour. Yields the product C(CC)OS(=O)(=O)[O-].C[NH+]1CC(CCC1)CCC (1-methyl-3-propyl piperidinium propyl sulfate). Yield: 95.0%. RXN SMILES: [CH3:1][N:2]1[CH2:7][CH2:6][CH2:5][CH2:4][CH2:3]1.[CH2:8]([O:11][S:12](=[O:18])(=[O:17])[O:13][CH2:14][CH2:15][CH3:16])[CH2:9][CH3:10]>C1(C)C=CC=CC=1>[CH2:8]([O:11][S:12]([O-:18])(=[O:17])=[O:13])[CH2:9][CH3:10].[CH3:1][NH+:2]1[CH2:7][CH2:6][CH2:5][CH:4]([CH2:14][CH2:15][CH3:16])[CH2:3]1 |f:3.4|. Procedure details: To a 50 ml four necked flask equipped with a stirrer, a dropping funnel, a cooling tube and a thermometer, 4.96 g (0.05 mol) of 1-methyl piperidine and 5 ml of toluene were charged, after heating to 50° C., 10.02 g (0.055 mol) of dipropyl sulfuric acid was dropped slowly taking one hour or more. After reacting for 10 hours, 13.37 g of 1-methyl-3-propyl piperidinium propyl sulfate was obtained by drying under a reduced pressure. Then, 13.37 g of the obtained 1-methyl-3-propyl piperidinium propyl ...